This data is from the Open Reaction Database (ORD), a public repository of structured organic reaction records. The task is: describe an organic reaction: reactants, conditions, products, and yield Starting materials: C(C)(=O)O[C@H]1[C@@H](O[C@@H]([C@H]1OC(C)=O)C#C)N1C2=NC=NC(=C2N=C1)ON1N=NC2=C1C=CC=C2 ((2R,3R,4R,5R)4-(acetyloxy)-2-[6-(1H-1,2,3-benzotriazol-1-yloxy)-9H-purin-9-yl]-5-ethynyltetrahydrofuran-3-yl acetate), FC1=C(N)C=CC(=C1)Cl (2-fluoro-4-chloroaniline). Reaction conditions: temperature 60 celsius. Product: C(C)(=O)O[C@H]1[C@@H](O[C@@H]([C@H]1OC(C)=O)C#C)N1C2=NC=NC(=C2N=C1)NC1=C(C=C(C=C1)Cl)F ((2R,3R,4R,5R)-4-(acetyloxy)-2-[6-(4-chloro-2-fluoroanilino)-9H-purin-9-yl]-5-ethynyltetrahydrofuran-3-yl Acetate). As a reaction SMILES: [C:1]([O:4][C@@H:5]1[C@H:9]([O:10][C:11](=[O:13])[CH3:12])[C@@H:8]([C:14]#[CH:15])[O:7][C@H:6]1[N:16]1[CH:24]=[N:23][C:22]2[C:17]1=[N:18][CH:19]=[N:20][C:21]=2ON1C2C=CC=CC=2N=N1)(=[O:3])[CH3:2].[F:35][C:36]1[CH:42]=[C:41]([Cl:43])[CH:40]=[CH:39][C:37]=1[NH2:38]>>[C:1]([O:4][C@@H:5]1[C@H:9]([O:10][C:11](=[O:13])[CH3:12])[C@@H:8]([C:14]#[CH:15])[O:7][C@H:6]1[N:16]1[CH:24]=[N:23][C:22]2[C:17]1=[N:18][CH:19]=[N:20][C:21]=2[NH:38][C:37]1[CH:39]=[CH:40][C:41]([Cl:43])=[CH:42][C:36]=1[F:35])(=[O:3])[CH3:2]. Procedure details: (2R,3R,4R,5R)4-(acetyloxy)-2-[6-(1H-1,2,3-benzotriazol-1-yloxy)-9H-purin-9-yl]-5-ethynyltetrahydrofuran-3-yl acetate was treated with 2-fluoro-4-chloroaniline (0.63 ml), and the mixture was heated at 60° C. for 22.5 h. The mixture was purified by chromatography on silica gel (Varian Bondelut cartridge), eluting with ethyl acetate:cyclohexane 10:90-60:40, to give the title compound (55 mg).